From a dataset of the Open Reaction Database (ORD), a public repository of structured organic reaction records. describe an organic reaction: reactants, conditions, products, and yield The reactants are CO, ClCCl, CC(Nc1cncc(Cl)n1)c1ccccc1, [H-], [Na+], CN(C)C=O, c1c[nH]cn1. Yields the product CC(Nc1cncc(-n2ccnc2)n1)c1ccccc1. Reaction SMILES: [CH3:24][OH:25].[Cl:26][CH2:27][Cl:28].[Cl:8][c:9]1[cH:10][n:11][cH:12][c:13]([NH:15][CH:16]([CH3:17])[c:18]2[cH:19][cH:20][cH:21][cH:22][cH:23]2)[n:14]1.[H-:6].[Na+:7].[O:29]=[CH:30][N:31]([CH3:32])[CH3:33].[nH:1]1[cH:2][n:3][cH:4][cH:5]1>>[n:1]1(-[c:9]2[cH:10][n:11][cH:12][c:13]([NH:15][CH:16]([CH3:17])[c:18]3[cH:19][cH:20][cH:21][cH:22][cH:23]3)[n:14]2)[cH:2][n:3][cH:4][cH:5]1. Starting materials: CC(=O)N1CCC(c2cn(-c3ccccc3)c3ccccc23)CC1, CCO, [Na+], [OH-]. Yields the product c1ccc(-n2cc(C3CCNCC3)c3ccccc32)cc1. Reaction SMILES: [C:1](=[O:2])([CH3:3])[N:4]1[CH2:5][CH2:6][CH:7]([c:10]2[cH:11][n:12](-[c:19]3[cH:20][cH:21][cH:22][cH:23][cH:24]3)[c:13]3[cH:14][cH:15][cH:16][cH:17][c:18]23)[CH2:8][CH2:9]1.[CH3:27][CH2:28][OH:29].[Na+:26].[OH-:25]>>[NH:4]1[CH2:5][CH2:6][CH:7]([c:10]2[cH:11][n:12](-[c:19]3[cH:20][cH:21][cH:22][cH:23][cH:24]3)[c:13]3[cH:14][cH:15][cH:16][cH:17][c:18]23)[CH2:8][CH2:9]1.